This data is from the Open Reaction Database (ORD), a public repository of structured organic reaction records. The task is: describe an organic reaction: reactants, conditions, products, and yield Procedure details: In close analogy to the procedure described in Example 32, 6,8-dibromo-2-chloro-quinoline-3-carboxylic acid ethyl ester is reacted with DL-phenylalanine to provide the title compound in good yield. Starting materials: C(C)OC(=O)C=1C(=NC2=C(C=C(C=C2C1)Br)Br)Cl (6,8-dibromo-2-chloro-quinoline-3-carboxylic acid ethyl ester), NC(CC1=CC=CC=C1)C(=O)O (DL-phenylalanine). Reaction SMILES: C([O:3][C:4]([C:6]1[C:7](Cl)=[N:8][C:9]2[C:14]([CH:15]=1)=[CH:13][C:12]([Br:16])=[CH:11][C:10]=2[Br:17])=[O:5])C.[NH2:19][CH:20]([C:28]([OH:30])=[O:29])[CH2:21][C:22]1[CH:27]=[CH:26][CH:25]=[CH:24][CH:23]=1>>[Br:16][C:12]1[CH:13]=[C:14]2[C:9](=[C:10]([Br:17])[CH:11]=1)[N:8]=[C:7]([NH:19][CH:20]([C:28]([OH:30])=[O:29])[CH2:21][C:22]1[CH:27]=[CH:26][CH:25]=[CH:24][CH:23]=1)[C:6]([C:4]([OH:3])=[O:5])=[CH:15]2. Yields the product BrC=1C=C2C=C(C(=NC2=C(C1)Br)NC(CC1=CC=CC=C1)C(=O)O)C(=O)O (6,8-Dibromo-2-(1-carboxy-2-phenyl-ethylamino)-quinoline-3-carboxylic acid). Reactants: CCCCBr, [Li]CCCC, CCCCCC, CCCCCCCCCCCC1=NC(C)(C)CN1, O, c1ccccc1. The product is CCCCCCCCCCCC1=NC(C)(C)CN1CCCC. As a reaction SMILES: [Br:24][CH2:25][CH2:26][CH2:27][CH3:28].[CH2:1]([CH2:2][CH2:3][CH3:4])[Li:5].[CH3:30][CH2:31][CH2:32][CH2:33][CH2:34][CH3:35].[CH3:6][C:7]1([CH3:23])[N:8]=[C:9]([CH2:12][CH2:13][CH2:14][CH2:15][CH2:16][CH2:17][CH2:18][CH2:19][CH2:20][CH2:21][CH3:22])[NH:10][CH2:11]1.[OH2:29].[cH:36]1[cH:37][cH:38][cH:39][cH:40][cH:41]1>>[CH2:1]([CH2:2][CH2:3][CH3:4])[N:10]1[C:9]([CH2:12][CH2:13][CH2:14][CH2:15][CH2:16][CH2:17][CH2:18][CH2:19][CH2:20][CH2:21][CH3:22])=[N:8][C:7]([CH3:6])([CH3:23])[CH2:11]1. The reactants are CN[C@H]1[C@@H](CCCC1)NC (rac-trans-N,N′-dimethylcyclohexane-1,2-diamine), [N+](=O)([O-])C1=CC=C2C(=CNC2=C1)C1=CC=C(C#N)C=C1 (4-(6-nitro-1H-indol-3-yl)-benzonitrile), BrC=1C=NC=CC1 (3-bromopyridine), [N+](=O)([O-])C1=CC=C2C(=CNC2=C1)C1=CC=C(C#N)C=C1 (4-(6-nitro-1H-indol-3-yl)-benzonitrile), [O-]P(=O)([O-])[O-].[K+].[K+].[K+] (potassium phosphate tribasic). Reagents/catalysts: [Cu]I (copper (I) iodide). Run in CN(C)C=O (DMF). Run at temperature 110 celsius, time 8 hour. Yields the product [N+](=O)([O-])C1=CC=C2C(=CN(C2=C1)C=1C=NC=CC1)C1=CC=C(C#N)C=C1 (4-(6-Nitro-1-pyridin-3-yl-1H-indol-3-yl)-benzonitrile). Yield: 88.0%. Reaction SMILES: [N+:1]([C:4]1[CH:12]=[C:11]2[C:7]([C:8]([C:13]3[CH:20]=[CH:19][C:16]([C:17]#[N:18])=[CH:15][CH:14]=3)=[CH:9][NH:10]2)=[CH:6][CH:5]=1)([O-:3])=[O:2].[O-]P([O-])([O-])=O.[K+].[K+].[K+].Br[C:30]1[CH:31]=[N:32][CH:33]=[CH:34][CH:35]=1.CN[C@@H]1CCCC[C@H]1NC>[Cu]I.CN(C=O)C>[N+:1]([C:4]1[CH:12]=[C:11]2[C:7]([C:8]([C:13]3[CH:14]=[CH:15][C:16]([C:17]#[N:18])=[CH:19][CH:20]=3)=[CH:9][N:10]2[C:30]2[CH:31]=[N:32][CH:33]=[CH:34][CH:35]=2)=[CH:6][CH:5]=1)([O-:3])=[O:2] |f:1.2.3.4|. Procedure details: Method K Combine 4-(6-nitro-1H-indol-3-yl)-benzonitrile, 9 (265 mg, 1.0 mmol), potassium phosphate tribasic (513 mg, 2.4 mmol), copper (I) iodide (38 mg, 0.2 mmol), and 2 mL of DMF in a 4 mL vial. Add 3-bromopyridine (120 μL, 1.2 mmol) and rac-trans-N,N′-dimethylcyclohexane-1,2-diamine (127 μL, 0.8 mmol). Warm the solution to 110° C. Let the solution stir overnight. Let the solution cool to RT, isolate the yellow precipitate by filtration, and wash the precipitate sequentially with DMF, 1:1 DMF:... Starting materials: OO (H2O2), NC1=NC2=NC=CN=C2C(=N1)OCC (2-amino-4-ethoxy-pteridin), OO (H2O2). The solvent is FC(C(=O)O)(F)F (trifluoroacetic acid). Reaction conditions: time 2 day. Product: NC1=NC2=[N+](C=CN=C2C(=N1)OCC)[O-] (2-amino-4-ethoxypteridine-N8-oxide). Yield: 32.0%. RXN SMILES: [NH2:1][C:2]1[N:11]=[C:10]([O:12][CH2:13][CH3:14])[C:9]2[C:4](=[N:5][CH:6]=[CH:7][N:8]=2)[N:3]=1.[OH:15]O>FC(F)(F)C(O)=O>[NH2:1][C:2]1[N:11]=[C:10]([O:12][CH2:13][CH3:14])[C:9]2[C:4](=[N+:5]([O-:15])[CH:6]=[CH:7][N:8]=2)[N:3]=1. Reported procedure: To a cooled (0° C.) solution of the compound of example 7 (2.47 g, 12.9 mmoles) in trifluoroacetic acid (53 ml) was added dropwise 2.53 ml of a 35% aqueous H2O2 solution. The reaction mixture was kept at 4° C. for two days in the refrigerator, whereby another 1.25 ml of the same H2O2 solution was added after 1 day. The solution was concentrated in vacuo. The residue was suspended in water and neutralized by the addition of a concentrated ammonia solution. Evaporation of the solvent in vacuo and ... Reactants: O (water), NC1=NC(=NC=C1F)Cl (4-amino-2-chloro-5-fluoropyrimidine), C(C)(C1=CC=CC=C1)=NO (acetophenone oxime), [H-].[Na+] (NaH). Run in C(Cl)Cl (CH2Cl2), CN(C)C=O (DMF). Procedure: To a magnetically stirred mixture of 4-amino-2-chloro-5-fluoropyrimidine (0.10 g, 0.68 mmol) and acetophenone oxime (0.092 g, 0.68 mmol) in dry DMF (3 mL) in a 5 mL Biotage Iniator microwave vessel was added NaH (0.027 g of a 60 wt. % suspension, 0.68 mmol) under a N2 atmosphere. After gas evolution ceased, the resulting mixture was sealed with a Biotage Initiator microwave septa cap and heated to 100° C. in a Biotage Initiator microwave for 60 min. The contents were poured into a vial with wate... The product is NC1=NC(=NC=C1F)ON=C(C)C1=CC=CC=C1 (1-Phenyl-ethanone-O-(4-amino-5-fluoro-pyrimidin-2-yl)oxime). Isolated yield 34.0%. Reaction SMILES: [NH2:1][C:2]1[C:7]([F:8])=[CH:6][N:5]=[C:4](Cl)[N:3]=1.[C:10](=[N:18][OH:19])([C:12]1[CH:17]=[CH:16][CH:15]=[CH:14][CH:13]=1)[CH3:11].[H-].[Na+].O>CN(C=O)C.C(Cl)Cl>[NH2:1][C:2]1[C:7]([F:8])=[CH:6][N:5]=[C:4]([O:19][N:18]=[C:10]([C:12]2[CH:17]=[CH:16][CH:15]=[CH:14][CH:13]=2)[CH3:11])[N:3]=1 |f:2.3|. Conditions: temperature 100 celsius. Starting materials: COC(=O)c1ccc2c(C3CCCCC3)c(-c3ccc(OC)cc3)n(CC(=O)OC(C)(C)C)c2c1, ClCCl, O=C(O)C(F)(F)F. The product is COC(=O)c1ccc2c(C3CCCCC3)c(-c3ccc(OC)cc3)n(CC(=O)O)c2c1. As a reaction SMILES: [C:1]([CH3:2])([CH3:3])([CH3:4])[O:5][C:6]([CH2:7][n:8]1[c:9](-[c:27]2[cH:28][cH:29][c:30]([O:33][CH3:34])[cH:31][cH:32]2)[c:10]([CH:21]2[CH2:22][CH2:23][CH2:24][CH2:25][CH2:26]2)[c:11]2[cH:12][cH:13][c:14]([C:17](=[O:18])[O:19][CH3:20])[cH:15][c:16]12)=[O:35].[Cl:36][CH2:37][Cl:38].[F:39][C:40]([F:41])([F:42])[C:43]([OH:44])=[O:45]>>[O:5]=[C:6]([CH2:7][n:8]1[c:9](-[c:27]2[cH:28][cH:29][c:30]([O:33][CH3:34])[cH:31][cH:32]2)[c:10]([CH:21]2[CH2:22][CH2:23][CH2:24][CH2:25][CH2:26]2)[c:11]2[cH:12][cH:13][c:14]([C:17](=[O:18])[O:19][CH3:20])[cH:15][c:16]12)[OH:35].